Dataset: the Open Reaction Database (ORD), a public repository of structured organic reaction records. Task: describe an organic reaction: reactants, conditions, products, and yield Reactants: CN(CCCN)C (N,N-dimethyl-1,3-propanediamine), C(CCCCCCCCCCCCCCC)(=O)Cl (palmitoyl chloride). Solvent: C(Cl)Cl (methylene chloride). Product: CN(CCCNC(CCCCCCCCCCCCCCC)=O)C (N,N-Dimethyl-N'hexadecanoyl-1,3-propanediamine). The yield is 73.9%. Reaction SMILES: [CH3:1][N:2]([CH3:7])[CH2:3][CH2:4][CH2:5][NH2:6].[C:8](Cl)(=[O:24])[CH2:9][CH2:10][CH2:11][CH2:12][CH2:13][CH2:14][CH2:15][CH2:16][CH2:17][CH2:18][CH2:19][CH2:20][CH2:21][CH2:22][CH3:23]>C(Cl)Cl>[CH3:1][N:2]([CH3:7])[CH2:3][CH2:4][CH2:5][NH:6][C:8](=[O:24])[CH2:9][CH2:10][CH2:11][CH2:12][CH2:13][CH2:14][CH2:15][CH2:16][CH2:17][CH2:18][CH2:19][CH2:20][CH2:21][CH2:22][CH3:23]. Reported procedure: To a solution of N,N-dimethyl-1,3-propanediamine (1.00 mL, 7.95 mmole) in methylene chloride (20 mL) was added palmitoyl chloride (2.19 g, 7.97 mmole). The reaction mixture was stirred at room temperature over night. The solvent was removed under reduced pressure and the residue titurated with diethyl ether. The precipitate (2.34 g) was filtered and stirred in saturated aqueous sodium bicarbonate over night. The precipitate was filtered to give the title compound (2.00 g, 74%) as a white solid. ... Reactants: CCS(N)(=O)=O, CN(C)c1ccncc1, COc1nc(NCCc2ccc(Cl)cc2Cl)cc(-c2cccc(C(C)(C)C(=O)O)c2)n1, ClCCl. Product: CCS(=O)(=O)NC(=O)C(C)(C)c1cccc(-c2cc(NCCc3ccc(Cl)cc3Cl)nc(OC)n2)c1. As a reaction SMILES: [CH2:32]([CH3:33])[S:34](=[O:35])(=[O:36])[NH2:37].[CH3:38][N:39]([CH3:40])[c:41]1[cH:42][cH:43][n:44][cH:45][cH:46]1.[Cl:1][c:2]1[c:3]([CH2:9][CH2:10][NH:11][c:12]2[cH:13][c:14](-[c:20]3[cH:21][c:22]([C:26]([C:27](=[O:28])[OH:29])([CH3:30])[CH3:31])[cH:23][cH:24][cH:25]3)[n:15][c:16]([O:18][CH3:19])[n:17]2)[cH:4][cH:5][c:6]([Cl:8])[cH:7]1.[Cl:47][CH2:48][Cl:49]>>[Cl:1][c:2]1[c:3]([CH2:9][CH2:10][NH:11][c:12]2[cH:13][c:14](-[c:20]3[cH:21][c:22]([C:26]([C:27](=[O:29])[NH:37][S:34]([CH2:32][CH3:33])(=[O:35])=[O:36])([CH3:30])[CH3:31])[cH:23][cH:24][cH:25]3)[n:15][c:16]([O:18][CH3:19])[n:17]2)[cH:4][cH:5][c:6]([Cl:8])[cH:7]1. The reactants are C1=CCCCC1, C1COCCO1, O=C(Nc1nn(C(c2ccccc2)(c2ccccc2)c2ccccc2)c2ccc(S(=O)(=O)c3cc(F)cc(F)c3)cc12)c1ccc([N+](=O)[O-])cc1N(C(=O)C(F)(F)F)C1CCOCC1. Product: Nc1ccc(C(=O)Nc2nn(C(c3ccccc3)(c3ccccc3)c3ccccc3)c3ccc(S(=O)(=O)c4cc(F)cc(F)c4)cc23)c(N(C(=O)C(F)(F)F)C2CCOCC2)c1. As a reaction SMILES: [CH2:65]1[CH2:66][CH:67]=[CH:68][CH2:69][CH2:70]1.[CH2:71]1[O:72][CH2:73][CH2:74][O:75][CH2:76]1.[F:1][c:2]1[cH:3][c:4]([S:9](=[O:10])(=[O:11])[c:12]2[cH:13][c:14]3[c:15]([NH:40][C:41]([c:42]4[c:43]([N:51]([C:52]([C:53]([F:54])([F:55])[F:56])=[O:57])[CH:58]5[CH2:59][CH2:60][O:61][CH2:62][CH2:63]5)[cH:44][c:45]([N+:48]([O-:49])=[O:50])[cH:46][cH:47]4)=[O:64])[n:16][n:17]([C:21]([c:22]4[cH:23][cH:24][cH:25][cH:26][cH:27]4)([c:28]4[cH:29][cH:30][cH:31][cH:32][cH:33]4)[c:34]4[cH:35][cH:36][cH:37][cH:38][cH:39]4)[c:18]3[cH:19][cH:20]2)[cH:5][c:6]([F:8])[cH:7]1>>[F:1][c:2]1[cH:3][c:4]([S:9](=[O:10])(=[O:11])[c:12]2[cH:13][c:14]3[c:15]([NH:40][C:41]([c:42]4[c:43]([N:51]([C:52]([C:53]([F:54])([F:55])[F:56])=[O:57])[CH:58]5[CH2:59][CH2:60][O:61][CH2:62][CH2:63]5)[cH:44][c:45]([NH2:48])[cH:46][cH:47]4)=[O:64])[n:16][n:17]([C:21]([c:22]4[cH:23][cH:24][cH:25][cH:26][cH:27]4)([c:28]4[cH:29][cH:30][cH:31][cH:32][cH:33]4)[c:34]4[cH:35][cH:36][cH:37][cH:38][cH:39]4)[c:18]3[cH:19][cH:20]2)[cH:5][c:6]([F:8])[cH:7]1.